This data is from the Open Reaction Database (ORD), a public repository of structured organic reaction records. The task is: describe an organic reaction: reactants, conditions, products, and yield Starting materials: OC1=C(C(C=CC2=CC(=C(C=C2)OCOC)OC)=O)C(=CC(=C1CC=C(C)C)OCOC)OCOC (2'-hydroxy-3-methoxy-4,4',6'-tris(methoxymethoxy)-3'-(3-methyl-2-butenyl)chalcone). Reagents/catalysts: [Pd] (palladium/carbon). Run in C(C)(=O)OCC (ethyl acetate). The product is OC1=C(C(=CC(=C1CCC(C)C)OCOC)OCOC)C(CCC1=CC(=C(C=C1)OCOC)OC)=O (1-[2-hydroxy-4,6-bis(methoxymethoxy)-3-isopentylphenyl]-3-(3-methoxy-4-methoxymethoxyphenyl)-1-propanone). Isolated yield 93.8%. As a reaction SMILES: [OH:1][C:2]1[C:23]([CH2:24][CH:25]=[C:26]([CH3:28])[CH3:27])=[C:22]([O:29][CH2:30][O:31][CH3:32])[CH:21]=[C:20]([O:33][CH2:34][O:35][CH3:36])[C:3]=1[C:4](=[O:19])[CH:5]=[CH:6][C:7]1[CH:12]=[CH:11][C:10]([O:13][CH2:14][O:15][CH3:16])=[C:9]([O:17][CH3:18])[CH:8]=1>C(OCC)(=O)C.[Pd]>[OH:1][C:2]1[C:23]([CH2:24][CH2:25][CH:26]([CH3:27])[CH3:28])=[C:22]([O:29][CH2:30][O:31][CH3:32])[CH:21]=[C:20]([O:33][CH2:34][O:35][CH3:36])[C:3]=1[C:4](=[O:19])[CH2:5][CH2:6][C:7]1[CH:12]=[CH:11][C:10]([O:13][CH2:14][O:15][CH3:16])=[C:9]([O:17][CH3:18])[CH:8]=1. Reported procedure: The so-obtained 2'-hydroxy-3-methoxy-4,4',6'-tris(methoxymethoxy)-3'-(3-methyl-2-butenyl)chalcone was dissolved in ethyl acetate, and catalytic reduction was carried out by using 3.0 g of 5% palladium/carbon. The reaction liquid was filtered by using Celite and concentrated under a reduced pressure to obtain 12.4 g (yield=93.8%) of 1-[2-hydroxy-4,6-bis(methoxymethoxy)-3-isopentylphenyl]-3-(3-methoxy-4-methoxymethoxyphenyl)-1-propanone in the form of a syrup. Reactants: C(CCCCCCCCCCCCCCCCCCCCC)(=O)Cl (behenic acid chloride), C(CCCCCCCCCCCCCCCCCCCCC)(=O)O (behenic acid), C(C)(=O)Cl (acetyl chloride), C(C)(=O)Cl (acetyl chloride), C(CCCCCCCCCCCCCCCCCCCCC)(=O)O (behenic acid), C(C)(=O)Cl (acetyl chloride), C(CCCCCCCCCCCCCCCCCCCCC)(=O)O (behenic acid), fatty acid, C(CCCCCCCCCCCCCCCCCCCCC)(=O)Cl (behenic acid chloride). The solvent is C(Cl)(Cl)Cl (chloroform), C(Cl)(Cl)Cl (chloroform). Conditions: time 15 second. Yields the product C(CCCCCCCCCCCCCCCCC)(=O)O (stearic acid). RXN SMILES: C(Cl)(=O)CCCCCCCCCCCCCCCCCCCCC.[C:25]([OH:48])(=[O:47])[CH2:26][CH2:27][CH2:28][CH2:29][CH2:30][CH2:31][CH2:32][CH2:33][CH2:34][CH2:35][CH2:36][CH2:37][CH2:38][CH2:39][CH2:40][CH2:41][CH2:42]CCCC.C(Cl)(=O)C>C(Cl)(Cl)Cl>[C:25]([OH:48])(=[O:47])[CH2:26][CH2:27][CH2:28][CH2:29][CH2:30][CH2:31][CH2:32][CH2:33][CH2:34][CH2:35][CH2:36][CH2:37][CH2:38][CH2:39][CH2:40][CH2:41][CH3:42]. Reported procedure: Acylation was performed according to the invention on Whatman n0 2 paper with behenic acid chloride, behenic acid being a fatty acid with a saturated linear chain having C22. To this end, 500 mg of behenic acid were dissolved in 100 ml of chloroform in the presence of 500 mg of acetyl chloride. At the end of 15 minutes, a sample of paper was impregnated with the chloroform solution, the solvent was allowed to evaporate and a stream of gas at 150° C. was passed over the sample for 15 seconds. The... Reactants: CCBr, O=C([O-])[O-], CCNC(=O)c1ccc([N+](=O)[O-])c(O)c1, CC(C)=O, [K+], [K+]. Yields the product CCNC(=O)c1ccc([N+](=O)[O-])c(OCC)c1. As a reaction SMILES: [Br:22][CH2:23][CH3:24].[C:16](=[O:17])([O-:18])[O-:19].[CH2:1]([CH3:2])[NH:3][C:4]([c:5]1[cH:6][c:7]([OH:14])[c:8]([N+:11](=[O:12])[O-:13])[cH:9][cH:10]1)=[O:15].[CH3:25][C:26](=[O:27])[CH3:28].[K+:20].[K+:21]>>[CH2:1]([CH3:2])[NH:3][C:4]([c:5]1[cH:6][c:7]([O:14][CH2:23][CH3:24])[c:8]([N+:11](=[O:12])[O-:13])[cH:9][cH:10]1)=[O:15]. Reactants: N1=C(C=CC=C1)C1=NN=C(S1)CO ((5-(pyridin-2-yl)-1,3,4-thiadiazol-2-yl)methanol). The solvent is C(C)(=O)OCC (ethyl acetate). Run at temperature 85 celsius. Yields the product N1=C(C=CC=C1)C1=NN=C(S1)C=O (5-(pyridin-2-yl)-1,3,4-thiadiazole-2-carbaldehyde). The yield is 73.0%. RXN SMILES: [N:1]1[CH:6]=[CH:5][CH:4]=[CH:3][C:2]=1[C:7]1[S:11][C:10]([CH2:12][OH:13])=[N:9][N:8]=1>C(OCC)(=O)C>[N:1]1[CH:6]=[CH:5][CH:4]=[CH:3][C:2]=1[C:7]1[S:11][C:10]([CH:12]=[O:13])=[N:9][N:8]=1. Reported procedure: The compound prepared in Example 148 (0.18 g) and IBX (o-iodoxybenzoic acid; 0.40 g) were stirred in ethyl acetate (8 mL) and heated at 85° C. for 14 hours. The reaction was cooled, filtered and washed with ethyl acetate. The solution was washed twice with sodium hydrogen carbonate aqueous solution and then brine, dried over magnesium sulfate, filtered and concentrated to provide the title compound (0.13 g) having the following physical data. The reactants are CN1C2CCC1CC(Oc1nc(-c3ccc(N)cc3)nc(N3CCOCC3)n1)C2, O=C(OC(Cl)(Cl)Cl)OC(Cl)(Cl)Cl, ClCCl, NC(=O)c1ccc(N)cc1. Product: CN1C2CCC1CC(Oc1nc(-c3ccc(NC(=O)Nc4ccc(C(N)=O)cc4)cc3)nc(N3CCOCC3)n1)C2. Reaction SMILES: [CH3:13][N:14]1[CH:15]2[CH2:16][CH:17]([O:22][c:23]3[n:24][c:25](-[c:35]4[cH:36][cH:37][c:38]([NH2:41])[cH:39][cH:40]4)[n:26][c:27]([N:29]4[CH2:30][CH2:31][O:32][CH2:33][CH2:34]4)[n:28]3)[CH2:18][CH:19]1[CH2:20][CH2:21]2.[Cl:1][C:2]([Cl:3])([O:4][C:5]([O:6][C:7]([Cl:8])([Cl:9])[Cl:10])=[O:11])[Cl:12].[Cl:52][CH2:53][Cl:54].[NH2:42][c:43]1[cH:44][cH:45][c:46]([C:47](=[O:48])[NH2:49])[cH:50][cH:51]1>>[C:5](=[O:11])([NH:41][c:38]1[cH:37][cH:36][c:35](-[c:25]2[n:24][c:23]([O:22][CH:17]3[CH2:16][CH:15]4[N:14]([CH3:13])[CH:19]([CH2:18]3)[CH2:20][CH2:21]4)[n:28][c:27]([N:29]3[CH2:30][CH2:31][O:32][CH2:33][CH2:34]3)[n:26]2)[cH:40][cH:39]1)[NH:42][c:43]1[cH:44][cH:45][c:46]([C:47](=[O:48])[NH2:49])[cH:50][cH:51]1. The reactants are C1CCOC1, CI, N#Cc1cc(Cc2cc(F)cc(F)c2)ccc1F. Yields the product CC(c1cc(F)cc(F)c1)c1ccc(F)c(C#N)c1. Reaction SMILES: [CH2:21]1[O:22][CH2:23][CH2:24][CH2:25]1.[CH3:19][I:20].[F:1][c:2]1[cH:3][c:4]([CH2:5][c:6]2[cH:7][cH:8][c:9]([F:14])[c:10]([C:11]#[N:12])[cH:13]2)[cH:15][c:16]([F:18])[cH:17]1>>[F:1][c:2]1[cH:3][c:4]([CH:5]([c:6]2[cH:7][cH:8][c:9]([F:14])[c:10]([C:11]#[N:12])[cH:13]2)[CH3:21])[cH:15][c:16]([F:18])[cH:17]1. Reactants: OCCCN1CCN(CC1)S(=O)(=O)C1=CC=C(C(=O)O)C=C1 (4-(4-(3-hydroxypropyl)piperazin-1-ylsulfonyl)benzoic acid), ClS(=O)(=O)C1=CC=C(C(=O)O)C=C1 (4-(chlorosulfonyl)benzoic acid), N1(CCNCC1)CCO (2-(piperazin-1-yl)ethanol), ClC1=C(C=C(N)C=C1)C1=NC=CC=C1 (4-chloro-3-(pyridin-2-yl)aniline). Product: ClC1=C(C=C(C=C1)NC(C1=CC=C(C=C1)S(=O)(=O)N1CCN(CC1)CCO)=O)C1=NC=CC=C1 (N-(4-chloro-3-(pyridin-2-yl)phenyl)-4-(4-(2-hydroxyethyl)piperazin-1-ylsulfonyl)benzamide). Reaction SMILES: Cl[S:2]([C:5]1[CH:13]=[CH:12][C:8]([C:9]([OH:11])=O)=[CH:7][CH:6]=1)(=[O:4])=[O:3].[N:14]1([CH2:20][CH2:21][OH:22])[CH2:19][CH2:18][NH:17][CH2:16][CH2:15]1.[Cl:23][C:24]1[CH:30]=[CH:29][C:27]([NH2:28])=[CH:26][C:25]=1[C:31]1[CH:36]=[CH:35][CH:34]=[CH:33][N:32]=1.OCCCN1CCN(S(C2C=CC(C(O)=O)=CC=2)(=O)=O)CC1>>[Cl:23][C:24]1[CH:30]=[CH:29][C:27]([NH:28][C:9](=[O:11])[C:8]2[CH:7]=[CH:6][C:5]([S:2]([N:17]3[CH2:18][CH2:19][N:14]([CH2:20][CH2:21][OH:22])[CH2:15][CH2:16]3)(=[O:3])=[O:4])=[CH:13][CH:12]=2)=[CH:26][C:25]=1[C:31]1[CH:36]=[CH:35][CH:34]=[CH:33][N:32]=1. Reported procedure: 1 g of 4-(chlorosulfonyl)benzoic acid was reacted with 615 μL of 2-(piperazin-1-yl)ethanol via Procedure H. 75 mg of 4-chloro-3-(pyridin-2-yl)aniline was coupled to 125 mg of 4-(4-(3-hydroxypropyl)piperazin-1-ylsulfonyl)benzoic acid by Procedure G and purified by reverse phase HPLC to yield N-(4-chloro-3-(pyridin-2-yl)phenyl)-4-(4-(2-hydroxyethyl)piperazin-1-ylsulfonyl)benzamide. MS (Q1) 501.3 (M)+. Reactants: COC(C1=CC=C(C=C1)C1=NN(C(C=C1)=O)CCN(C)C)=O (4-[1-(2-dimethylamino-ethyl)-6-oxo-1,6-dihydro-pyridazin-3-yl]-benzoic acid methyl ester), C1CCOC1.CO (THF methanol), [OH-].[Na+] (NaOH), Cl (HCl). The solvent is O (H2O). Conditions: time 1.5 hour. Product: CN(CCN1N=C(C=CC1=O)C1=CC=C(C(=O)O)C=C1)C (4-[1-(2-dimethylamino-ethyl)-6-oxo-1,6-dihydro-pyridazin-3-yl]-benzoic acid). Yield: 94.2%. Reaction SMILES: C[O:2][C:3](=[O:22])[C:4]1[CH:9]=[CH:8][C:7]([C:10]2[CH:15]=[CH:14][C:13](=[O:16])[N:12]([CH2:17][CH2:18][N:19]([CH3:21])[CH3:20])[N:11]=2)=[CH:6][CH:5]=1.C1COCC1.CO.[OH-].[Na+].Cl>O>[CH3:20][N:19]([CH3:21])[CH2:18][CH2:17][N:12]1[C:13](=[O:16])[CH:14]=[CH:15][C:10]([C:7]2[CH:6]=[CH:5][C:4]([C:3]([OH:22])=[O:2])=[CH:9][CH:8]=2)=[N:11]1 |f:1.2,3.4|. Reported procedure: To a solution of 4-[1-(2-dimethylamino-ethyl)-6-oxo-1,6-dihydro-pyridazin-3-yl]-benzoic acid methyl ester (542 mg, 1.8 mmol, reference example 62a) in 1:1 THF/methanol (6 mL) is added 10N NaOH (1.8 mL, 18 mmol) followed by H2O (0.5 mL). The resulting solution is stirred for 1.5 hours then cooled to 0°-5° C., adjusted to pH 6 with 2N HCl and concentrated. The residue is purified by reverse phase HPLC (eluting with 15%-40% acetonitrile(0.1%TFA)/H2O(0.1%TFA) over 20 min) to give 487 mg of title com...